From a dataset of the Open Reaction Database (ORD), a public repository of structured organic reaction records. describe an organic reaction: reactants, conditions, products, and yield Isolated yield 86.0%. Solvent: C1CCOC1 (THF). Procedure details: A solution of 30 g of Z-Arg(Pbf)-Gly-OtBu in 350 ml of THF is mixed with 3 g of water-moist Pd/C (10%) and the Z group is removed by hydrogenation under a gentle stream of H2. The catalyst is then filtered off and the solvent is removed. The residue is taken up in ethyl acetate and treated further as in Example 2.1. H-Arg(Pbf)-Gly-OtBu is obtained in a yield of 86%. The product is N[C@@H](CCCNC(NS(=O)(=O)C1=C(C)C(C)=C2OC(C)(C)CC2=C1C)=N)C(=O)NCC(=O)OC(C)(C)C (H-Arg(Pbf)-Gly-OtBu). Reactants: N([C@@H](CCCNC(NS(=O)(=O)C1=C(C)C(C)=C2OC(C)(C)CC2=C1C)=N)C(=O)NCC(=O)OC(C)(C)C)C(=O)OCC1=CC=CC=C1 (Z-Arg(Pbf)-Gly-OtBu), O (water). Reaction SMILES: [NH:1](C(OCC1C=CC=CC=1)=O)[C@H:2]([C:27]([NH:29][CH2:30][C:31]([O:33][C:34]([CH3:37])([CH3:36])[CH3:35])=[O:32])=[O:28])[CH2:3][CH2:4][CH2:5][NH:6][C:7](=[NH:26])[NH:8][S:9]([C:12]1[C:24]([CH3:25])=[C:23]2[C:17]([O:18][C:19]([CH2:22]2)([CH3:21])[CH3:20])=[C:15]([CH3:16])[C:13]=1[CH3:14])(=[O:11])=[O:10].O>C1COCC1>[NH2:1][C@H:2]([C:27]([NH:29][CH2:30][C:31]([O:33][C:34]([CH3:37])([CH3:36])[CH3:35])=[O:32])=[O:28])[CH2:3][CH2:4][CH2:5][NH:6][C:7](=[NH:26])[NH:8][S:9]([C:12]1[C:24]([CH3:25])=[C:23]2[C:17]([O:18][C:19]([CH2:22]2)([CH3:20])[CH3:21])=[C:15]([CH3:16])[C:13]=1[CH3:14])(=[O:11])=[O:10]. The reactants are CO, O=C1OC2COCC1C2, Cl, [Na+], [OH-]. Product: O=C(O)C1COCC(O)C1. Reaction SMILES: [CH3:13][OH:14].[CH:1]12[CH2:2][O:3][CH2:4][CH:5]([O:6][C:7]1=[O:8])[CH2:9]2.[ClH:12].[Na+:11].[OH-:10]>>[CH:1]1([C:7]([OH:6])=[O:8])[CH2:2][O:3][CH2:4][CH:5]([OH:10])[CH2:9]1. Starting materials: BrC1=C(C=CC=C1F)C=1OC2=C(C(=CC(=C2C(C1)=O)OC)OC)[C@H]1[C@@H](N(CC1)C)CO ((+)-trans-2-(2-Bromo-3-fluoro-phenyl)-8-(2-hydroxymethyl-1-methyl-pyrrolidin-3-yl)-5,7-dimethoxy-chromen-4-one), Cl.N1=CC=CC=C1 (pyridine hydrochloride). Yields the product BrC1=C(C=CC=C1F)C=1OC2=C(C(=CC(=C2C(C1)=O)O)O)[C@H]1[C@@H](N(CC1)C)CO ((+)-trans-2-(2-Bromo-3-fluoro-phenyl)-5,7-dihydroxy-8-(2-hydroxymethyl-1-methyl-pyrrolidin-3-yl)-chromen-4-one). RXN SMILES: [Br:1][C:2]1[C:7]([F:8])=[CH:6][CH:5]=[CH:4][C:3]=1[C:9]1[O:10][C:11]2[C:16]([C:17](=[O:19])[CH:18]=1)=[C:15]([O:20]C)[CH:14]=[C:13]([O:22]C)[C:12]=2[C@@H:24]1[CH2:28][CH2:27][N:26]([CH3:29])[C@H:25]1[CH2:30][OH:31].Cl.N1C=CC=CC=1>>[Br:1][C:2]1[C:7]([F:8])=[CH:6][CH:5]=[CH:4][C:3]=1[C:9]1[O:10][C:11]2[C:16]([C:17](=[O:19])[CH:18]=1)=[C:15]([OH:20])[CH:14]=[C:13]([OH:22])[C:12]=2[C@@H:24]1[CH2:28][CH2:27][N:26]([CH3:29])[C@H:25]1[CH2:30][OH:31] |f:1.2|. Procedure details: Compound of example 135 (0.45 g, 0.914 mmol) was subjected to demethylation using pyridine hydrochloride (4.5 g, 38.96 mmol) as described in example 17 to obtain the title compound.